describe an organic reaction: reactants, conditions, products, and yield From a dataset of the Open Reaction Database (ORD), a public repository of structured organic reaction records. The reactants are COC(=O)c1cccc(CBr)c1, O=C([O-])[O-], CO, [I-], [K+], [K+], [Na+], COc1cccc(O)c1C=O. Product: COC(=O)c1cccc(COc2cccc(OC)c2C=O)c1. As a reaction SMILES: [Br:12][CH2:13][c:14]1[cH:15][c:16]([C:17](=[O:18])[O:19][CH3:20])[cH:21][cH:22][cH:23]1.[C:24](=[O:25])([O-:26])[O-:27].[CH3:32][OH:33].[I-:31].[K+:28].[K+:29].[Na+:30].[OH:1][c:2]1[c:3]([CH:4]=[O:5])[c:6]([O:10][CH3:11])[cH:7][cH:8][cH:9]1>>[O:1]([c:2]1[c:3]([CH:4]=[O:5])[c:6]([O:10][CH3:11])[cH:7][cH:8][cH:9]1)[CH2:13][c:14]1[cH:15][c:16]([C:17](=[O:18])[O:19][CH3:20])[cH:21][cH:22][cH:23]1. Starting materials: Cc1ccccc1, O=C=Nc1c(Cl)cc(Cl)cc1Cl, Nc1ccc2c(c1)C(=O)NC2=O. The product is O=C(Nc1ccc2c(c1)C(=O)NC2=O)Nc1c(Cl)cc(Cl)cc1Cl. Reaction SMILES: [CH3:25][c:26]1[cH:27][cH:28][cH:29][cH:30][cH:31]1.[Cl:13][c:14]1[c:15]([N:22]=[C:23]=[O:24])[c:16]([Cl:21])[cH:17][c:18]([Cl:20])[cH:19]1.[NH2:1][c:2]1[cH:3][cH:4][c:5]2[c:6]([cH:12]1)[C:7](=[O:8])[NH:9][C:10]2=[O:11]>>[NH:1]([c:2]1[cH:3][cH:4][c:5]2[c:6]([cH:12]1)[C:7](=[O:8])[NH:9][C:10]2=[O:11])[C:23]([NH:22][c:15]1[c:14]([Cl:13])[cH:19][c:18]([Cl:20])[cH:17][c:16]1[Cl:21])=[O:24]. The reactants are CC(C)(C)C(=O)Cl, CCOCC, Cl, NC(CO)C(=O)O, [Na+], [OH-]. Yields the product CC(C)(C)C(=O)NC(CO)C(=O)O. RXN SMILES: [C:8]([C:9]([CH3:10])([CH3:11])[CH3:12])(=[O:13])[Cl:14].[CH3:18][CH2:19][O:20][CH2:21][CH3:22].[ClH:15].[NH2:1][CH:2]([CH2:3][OH:4])[C:5]([OH:6])=[O:7].[Na+:17].[OH-:16]>>[NH:1]([CH:2]([CH2:3][OH:4])[C:5]([OH:6])=[O:7])[C:8]([C:9]([CH3:10])([CH3:11])[CH3:12])=[O:13]. Starting materials: O.NN (hydrazine hydrate), [N+](=O)([O-])C1=CC=C(C=C1)C(=O)C(=O)C1=CC=CC=C1 (4-nitrobenzil). The solvent is C(C)O (ethanol), C(C)O (ethanol). Yields the product [N+](=O)([O-])C1=CC=C(C=C1)C(C(=O)C1=CC=CC=C1)=NN (4-nitrobenzil hydrazone). As a reaction SMILES: O.[NH2:2][NH2:3].[N+:4]([C:7]1[CH:12]=[CH:11][C:10]([C:13]([C:15]([C:17]2[CH:22]=[CH:21][CH:20]=[CH:19][CH:18]=2)=[O:16])=O)=[CH:9][CH:8]=1)([O-:6])=[O:5]>C(O)C>[N+:4]([C:7]1[CH:12]=[CH:11][C:10]([C:13](=[N:2][NH2:3])[C:15]([C:17]2[CH:22]=[CH:21][CH:20]=[CH:19][CH:18]=2)=[O:16])=[CH:9][CH:8]=1)([O-:6])=[O:5] |f:0.1|. Procedure: Benzoin, 60 g, is suspended in 600 ml acetic anhydride and 60 ml concentrated sulfuric acid is added under ice cooling. Under continued ice cooling, 33 g potassium nitrate is added in small portions. The reaction is stirred at room temperature for two days and poured over ice. The aqeuous portion is decanted off and the remaining oil is taken up in ether, washed with water, sodium bicarbonate solution, dried over potassium carbonate and stripped. The oil residue is added dropwise to concentrated... Reactants: CCOC(=O)C1CNCC1C(=O)Nc1ccc(Cl)cc1, CS(=O)(=O)Cl, CC#N, CCN(C(C)C)C(C)C, Cl. Yields the product CCOC(=O)C1CN(S(C)(=O)=O)CC1C(=O)Nc1ccc(Cl)cc1. Reaction SMILES: [CH2:2]([CH3:3])[O:4][C:5](=[O:6])[CH:7]1[CH2:8][NH:9][CH2:10][CH:11]1[C:12]([NH:13][c:14]1[cH:15][cH:16][c:17]([Cl:20])[cH:18][cH:19]1)=[O:21].[CH3:31][S:32](=[O:33])(=[O:34])[Cl:35].[CH3:36][C:37]#[N:38].[CH:22]([N:23]([CH2:24][CH3:25])[CH:26]([CH3:27])[CH3:28])([CH3:29])[CH3:30].[ClH:1]>>[CH2:2]([CH3:3])[O:4][C:5](=[O:6])[CH:7]1[CH2:8][N:9]([S:32]([CH3:31])(=[O:33])=[O:34])[CH2:10][CH:11]1[C:12]([NH:13][c:14]1[cH:15][cH:16][c:17]([Cl:20])[cH:18][cH:19]1)=[O:21].